From a dataset of the Open Reaction Database (ORD), a public repository of structured organic reaction records. describe an organic reaction: reactants, conditions, products, and yield Reaction conditions: temperature 70 celsius. The yield is 89.0%. As a reaction SMILES: Cl[C:2]1[CH:7]=[CH:6][C:5]([N+:8]([O-:10])=[O:9])=[CH:4][N:3]=1.Cl.[N:12]1([C:18]([O:20][CH2:21][C:22]([NH:24][CH3:25])=[O:23])=[O:19])[CH2:17][CH2:16][NH:15][CH2:14][CH2:13]1.C(N(CC)C(C)C)(C)C>ClCCCl>[N+:8]([C:5]1[CH:6]=[CH:7][C:2]([N:15]2[CH2:14][CH2:13][N:12]([C:18]([O:20][CH2:21][C:22]([NH:24][CH3:25])=[O:23])=[O:19])[CH2:17][CH2:16]2)=[N:3][CH:4]=1)([O-:10])=[O:9] |f:1.2|. Yields the product [N+](=O)([O-])C=1C=CC(=NC1)N1CCN(CC1)C(=O)OCC(=O)NC (2-(methylamino)-2-oxoethyl 4-(5-nitro-2-pyridyl)-1-piperazinecarboxylate). Run in ClCCCl (1,2-dichloroethane). Procedure: 1.84 g (11.6 mmol) of 2-chloro-5-nitropyridine are added to a solution of 2.05 g (8.62 mmol) of 2-(methylamino)-2-oxoethyl 1-piperazinecarboxylate hydrochloride, obtained in step 5.2., and 3.85 ml (22.4 mmol) of N,N diisopropylethylamine in 55 ml of 1,2-dichloroethane. This reaction mixture is maintained at 70° C. for 5 hours. The mixture is allowed to cool to room temperature and concentrated under reduced pressure, and the residue thus obtained is purified by chromatography on silica gel, elut... The reactants are ClC1=NC=C(C=C1)[N+](=O)[O-] (2-chloro-5-nitropyridine), Cl.N1(CCNCC1)C(=O)OCC(=O)NC (2-(methylamino)-2-oxoethyl 1-piperazinecarboxylate hydrochloride), C(C)(C)N(C(C)C)CC (N,N diisopropylethylamine). Starting materials: C(C)(=O)OCC (Ethyl acetate), BrC1=CC=2CCNC2C(C1)([N+](=O)[O-])C (5-Bromo-7-methyl-7-nitroindoline), ICCCCCCCC (1-Iodooctane), [H-].[Na+] (sodium hydride). The solvent is CN(C=O)C (N,N-dimethylformamide). Conditions: time 0.5 hour. Yields the product C(CCCCCCC)N1CCC2=CC(=C(C(=C12)[N+](=O)[O-])C)Br (1-octyl-5-bromo-6-methyl-7-nitroindoline). Reaction SMILES: [Br:1][C:2]1[CH2:10][C:9](C)([N+:11]([O-:13])=[O:12])[C:8]2[NH:7][CH2:6][CH2:5][C:4]=2[CH:3]=1.[H-].[Na+].I[CH2:18][CH2:19][CH2:20][CH2:21][CH2:22][CH2:23][CH2:24][CH3:25].[C:26](OCC)(=O)C>CN(C)C=O>[CH2:18]([N:7]1[C:8]2[C:4](=[CH:3][C:2]([Br:1])=[C:10]([CH3:26])[C:9]=2[N+:11]([O-:13])=[O:12])[CH2:5][CH2:6]1)[CH2:19][CH2:20][CH2:21][CH2:22][CH2:23][CH2:24][CH3:25] |f:1.2|. Reported procedure: 5-Bromo-7-methyl-7-nitroindoline (3.6 g) was dissolved in N,N-dimethylformamide (36 ml), and sodium hydride (677 mg) was added, which was followed by stirring at room temperature for 0.5 hr. 1-Iodooctane (3.4 g) was added to the reaction mixture and the mixture was stirred at the same temperature for 24 hr. Ethyl acetate (200 ml) was added to the reaction mixture, and the mixture was washed with water and dried over anhydrous sodium sulfate. Ethyl acetate was evaporated under reduced pressure. T... The reactants are O1C(OCC1)CC1=CC=C(C(N)=NO)C=C1 (4-((1,3-dioxolan-2-yl)methyl)-N′-hydroxybenzimidamide), C(C)(C)(C)OC(=O)NC(C=1C=C(OCC(=O)O)C=CC1)C1=CC=CC=C1 (2-(3-(((tert-Butoxycarbonyl)amino)(phenyl)methyl)phenoxy)acetic acid), 1-ethyl-3-(3-dimethyllaminopropyl)carbodiimide hydrochloride. Run in N1=CC=CC=C1 (pyridine), C(C)#N (acetonitrile), [Cl-].[Na+].O (brine). Reaction conditions: time 16 hour. Yields the product C(C)(C)(C)OC(NC(C1=CC=CC=C1)C1=CC(=CC=C1)OCC1=NC(=NO1)C1=CC=C(C=C1)CC1OCCO1)=O (tert-butyl((3-((3-(4-((1,3-Dioxolan-2-yl)methyl)phenyl)-1,2,4-oxadiazol-5-yl)methoxy)phenyl)(phenyl)methyl)carbamate). Reaction SMILES: [O:1]1[CH2:5][CH2:4][O:3][CH:2]1[CH2:6][C:7]1[CH:16]=[CH:15][C:10]([C:11](=[N:13][OH:14])[NH2:12])=[CH:9][CH:8]=1.[C:17]([O:21][C:22]([NH:24][CH:25]([C:37]1[CH:42]=[CH:41][CH:40]=[CH:39][CH:38]=1)[C:26]1[CH:27]=[C:28]([CH:34]=[CH:35][CH:36]=1)[O:29][CH2:30][C:31](O)=O)=[O:23])([CH3:20])([CH3:19])[CH3:18]>C(#N)C.N1C=CC=CC=1.[Cl-].[Na+].O>[C:17]([O:21][C:22](=[O:23])[NH:24][CH:25]([C:26]1[CH:36]=[CH:35][CH:34]=[C:28]([O:29][CH2:30][C:31]2[O:14][N:13]=[C:11]([C:10]3[CH:15]=[CH:16][C:7]([CH2:6][CH:2]4[O:3][CH2:4][CH2:5][O:1]4)=[CH:8][CH:9]=3)[N:12]=2)[CH:27]=1)[C:37]1[CH:42]=[CH:41][CH:40]=[CH:39][CH:38]=1)([CH3:20])([CH3:19])[CH3:18] |f:4.5.6|. Procedure details: To a stirred solution of 4-((1,3-dioxolan-2-yl)methyl)-N′-hydroxybenzimidamide (0.747 g, 3.35 mmol) and 2-(3-(((tert-butoxycarbonyl)amino)(phenyl)methyl)phenoxy)-acetic acid (Example 59 Step 2, 1.0 g, 2.79 mmol)) in acetonitrile (5 mL), was added 1-ethyl-3-(3-dimethyllaminopropyl)carbodiimide hydrochloride (0.8 g, 4.18 mmol). The reaction mixture was stirred at ambient temperature for 16 hours. The reaction mixture was diluted with pyridine (1 mL) and heated at 150° C. for 30 minutes in a microw... Starting materials: three, CC(C(=O)O[C@@H](C(C)C)OC(=O)ON1C([C@H]([C@@H](C1=O)OC(C1=CC=CC=C1)=O)OC(C1=CC=CC=C1)=O)=O)C ((1R)-1-[((3S,4S)-2,5-Dioxo-3,4-dibenzoyloxypyrrolidinyl)-oxycarbonyloxy]-2-methylpropyl 2-methylpropanoate), NCCCP(O)(=O)CCCC (3-aminopropyl(n-butyl)phosphinic acid), C1CCOC1 (THF). Run in O (water). Conditions: temperature 19 celsius, time 4 hour. Product: C(C(C)C)(=O)O[C@@H](C(C)C)OC(=O)NCCCP(O)(=O)CCCC (3-{[(1R)-Isobutanoyloxyisobutoxy]carbonylamino}propyl(n-butyl)phosphinic Acid). RXN SMILES: [CH3:1][CH:2]([CH3:39])[C:3]([O:5][C@H:6]([O:10][C:11]([O:13]N1C(=O)[C@@H](OC(=O)C2C=CC=CC=2)[C@H](OC(=O)C2C=CC=CC=2)C1=O)=O)[CH:7]([CH3:9])[CH3:8])=[O:4].[NH2:40][CH2:41][CH2:42][CH2:43][P:44]([CH2:47][CH2:48][CH2:49][CH3:50])(=[O:46])[OH:45].C1COCC1>O>[C:3]([O:5][C@H:6]([O:10][C:11]([NH:40][CH2:41][CH2:42][CH2:43][P:44]([CH2:47][CH2:48][CH2:49][CH3:50])(=[O:45])[OH:46])=[O:13])[CH:7]([CH3:8])[CH3:9])(=[O:4])[CH:2]([CH3:1])[CH3:39]. Procedure details: To a 3 L three necked round bottom flask fitted with a mechanical stirrer, temperature probe, and nitrogen inlet was added compound (25) (100 mmol), 3-aminopropyl(n-butyl)phosphinic acid (100 mmol), THF (1 L), and water (100 mL). The suspension was stirred under a nitrogen atmosphere at 18-20° C. for 4 h during which time the reaction mixture became homogeneous. The THF was removed in vacuo and the reaction mixture was diluted with methyl tert-butyl ether (250 mL) and washed with 1N HCl (1×500 m... The reactants are solution, O.C[N+]1(CCOCC1)[O-] (4-methylmorpholine-N-oxide monohydrate), OS(=O)[O-].[Na+] (NaHSO3), COC=1C=C2C(=C3NC=4C=C5C(=CC4C(C13)=O)C=CC=C5)C=CC(O2)(C)C (6-Methoxy-3,3-dimethyl-3,14-dihydro-7H-benzo[b]pyrano[3, 2-h]acridin-7-one). Reagents/catalysts: [Os](=O)(=O)(=O)=O (osmium tetroxide). Solvent: CC(C)(C)O (2-methyl-2-propanol), C(C)(C)(C)O.O1CCCC1.O (tert-butanol tetrahydrofuran water), C(C)(C)(C)O.O1CCCC1.O (tert-butanol tetrahydrofuran water). Conditions: time 2 day. Product: OC1C(C2=C3NC=4C=C5C(=CC4C(C3=C(C=C2OC1(C)C)OC)=O)C=CC=C5)=O (2-Hydroxy-6-methoxy-3,3-dimethyl-2,3-dihydro-1H-benzo[b]pyrano[3,2-h]-acridine-1,7(14H)-dione). RXN SMILES: [CH3:1][O:2][C:3]1[CH:4]=[C:5]2[O:25][C:24]([CH3:27])([CH3:26])[CH:23]=[CH:22][C:6]2=[C:7]2[C:16]=1[C:15](=[O:17])[C:14]1[CH:13]=[C:12]3[CH:18]=[CH:19][CH:20]=[CH:21][C:11]3=[CH:10][C:9]=1[NH:8]2.[OH2:28].C[N+]1([O-])CC[O:33]CC1.OS([O-])=O.[Na+]>C(O)(C)(C)C.O1CCCC1.O.CC(O)(C)C.[Os](=O)(=O)(=O)=O>[OH:28][CH:23]1[C:24]([CH3:27])([CH3:26])[O:25][C:5]2[C:6](=[C:7]3[C:16](=[C:3]([O:2][CH3:1])[CH:4]=2)[C:15](=[O:17])[C:14]2[CH:13]=[C:12]4[CH:18]=[CH:19][CH:20]=[CH:21][C:11]4=[CH:10][C:9]=2[NH:8]3)[C:22]1=[O:33] |f:1.2,3.4,5.6.7|. Procedure details: To a solution of 1.33 mmol of the compound obtained in Step 2 in 30 ml of a 10/3/1 mixture of tert-butanol/tetrahydrofuran/water there are added osmium tetroxide in the form of a 2.5% solution in 0.67 ml of 2-methyl-2-propanol and 1.35 mmol of 4-methylmorpholine-N-oxide monohydrate. After stirring for two days at ambient temperature, NaHSO3 solution is added. After stirring for one hour, the reaction mixture is extracted with dichloromethane. The organic phase is dried, filtered and then evapora...